From a dataset of the Open Reaction Database (ORD), a public repository of structured organic reaction records. describe an organic reaction: reactants, conditions, products, and yield The reactants are N1=C(C=CC=C1C)C (lutidine), BrCCCCCC (1-Bromohexane), C(Cl)(Cl)Cl (CHCl3). Run in C1(=CC=CC=C1)C (toluene). Conditions: time 8 hour. The product is [Br-].C(CCCCC)[N+]1=C(C=C(C=C1)C)C (N-Hexyl-2,4-dimethylpyridinium bromide). As a reaction SMILES: [Br:1][CH2:2][CH2:3][CH2:4][CH2:5][CH2:6][CH3:7].[N:8]1[C:13]([CH3:14])=[CH:12][CH:11]=[CH:10][C:9]=1C.[CH:16](Cl)(Cl)Cl>C1(C)C=CC=CC=1>[Br-:1].[CH2:2]([N+:8]1[CH:9]=[CH:10][C:11]([CH3:16])=[CH:12][C:13]=1[CH3:14])[CH2:3][CH2:4][CH2:5][CH2:6][CH3:7] |f:4.5|. Procedure: 1-Bromohexane (1 equivalent) was dissolved in some toluene in a round bottomed flask flushed with nitrogen. Then, lutidine (1 equivalent) was added and the mixture was heated to reflux. During the reaction, a brown product appeared. The reaction was stopped after 8 hours. Afterwards, the solvent was removed under the reduced pressure. A minimum amount of acetonitrile was added to dissolve the residue and ether was added to precipitate the product. The crude product was washed with ether to affor... Reactants: Br, CC(=O)O, O=C(O)C(F)(F)F, O=C(O)C(F)(F)F, COc1cc(CN2CCCNCC2)c2ccn(S(=O)(=O)c3ccccc3)c2c1. Product: O=S(=O)(c1ccccc1)n1ccc2c(CN3CCCNCC3)cc(O)cc21. RXN SMILES: [BrH:43].[CH3:44][C:45](=[O:46])[OH:47].[F:1][C:2]([F:3])([F:4])[C:5]([OH:6])=[O:7].[F:8][C:9]([F:10])([F:11])[C:12]([OH:13])=[O:14].[N:15]1([CH2:22][c:23]2[c:24]3[cH:25][cH:26][n:27]([S:34](=[O:35])(=[O:36])[c:37]4[cH:38][cH:39][cH:40][cH:41][cH:42]4)[c:28]3[cH:29][c:30]([O:32][CH3:33])[cH:31]2)[CH2:16][CH2:17][NH:18][CH2:19][CH2:20][CH2:21]1>>[N:15]1([CH2:22][c:23]2[c:24]3[cH:25][cH:26][n:27]([S:34](=[O:35])(=[O:36])[c:37]4[cH:38][cH:39][cH:40][cH:41][cH:42]4)[c:28]3[cH:29][c:30]([OH:32])[cH:31]2)[CH2:16][CH2:17][NH:18][CH2:19][CH2:20][CH2:21]1.